This data is from the Open Reaction Database (ORD), a public repository of structured organic reaction records. The task is: describe an organic reaction: reactants, conditions, products, and yield Starting materials: FC1=C(C(=O)O)C=CC(=C1)OC(=O)CCCCCCCCC (2-fluoro-4-n-nonylcarbonyloxybenzoic acid), ( 3 ), C(CCCCCCC)OC1=CC=C(C=C1)C1=CC=C(C=C1)C(=O)OC1=CC(=C(C=C1)C(=O)OC(C(F)(F)F)CCCCCC)F (3-Fluoro-4-(1,1,1-trifluoro-2-octyloxycarbonyl)phenyl 4-octyloxybiphenyl-4'-carboxylate). Solvent: O1CCCC1 (tetrahydrofuran). Yields the product OC1=CC=C(C(=O)OC(C(F)(F)F)CCCCCCCC)C=C1 (1,1,1-trifluoro-2-decyl 4-hydroxybenzoate). Reaction SMILES: F[C:2]1C=C(OC(CCCCCCCCC)=O)C=C[C:3]=1C(O)=O.C(OC1C=CC(C2C=CC(C([O:46][C:47]3[CH:52]=[CH:51][C:50]([C:53]([O:55][CH:56]([CH2:61][CH2:62][CH2:63][CH2:64][CH2:65][CH3:66])[C:57]([F:60])([F:59])[F:58])=[O:54])=[C:49](F)[CH:48]=3)=O)=CC=2)=CC=1)CCCCCCC>O1CCCC1>[OH:46][C:47]1[CH:48]=[CH:49][C:50]([C:53]([O:55][CH:56]([CH2:61][CH2:62][CH2:63][CH2:64][CH2:65][CH2:66][CH2:2][CH3:3])[C:57]([F:58])([F:59])[F:60])=[O:54])=[CH:51][CH:52]=1. Procedure: To a solution of the 2-fluoro-4-n-nonylcarbonyloxybenzoic acid (0.3 g) obtained in (3) above and the 1,1,1-trifluoro-2-decyl 4-hydroxybenzoate (0.3 g) obtained in (2) above in tetrahydrofuran (about 30 ml) were added dicyclohexylcarbodiimide (0.25 g) and dimethylaminopyridine (0.02 g). The solution was stirred at room temperature for about 20 hours. The solution was distilled to remove the solvent. The residue was dissolved in dichloromethane and washed with water. The organic layer was dried ov... Starting materials: O=O (oxygen), NC1=NC2=NC=C(N=C2C(=N1)N)CO (2,4-diamino-6-hydroxymethylpteridine), NC1=NC2=NC=C(N=C2C(=N1)N)CO.NC1=NC2=NC(=CN=C2C(=N1)N)CO (2,4-diamino-6-hydroxymethylpteridine 2,4-diamino-7-hydroxymethylpteridine). Conditions: time 4.5 hour. The product is NC1=NC2=NC=C(N=C2C(=N1)N)C (2,4-diamino-6-methylpteridine), NC1=NC2=NC=C(N=C2C(=N1)N)CO (2,4-diamino-6-hydroxymethylpteridine). Reaction SMILES: [NH2:1][C:2]1[N:11]=[C:10]([NH2:12])[C:9]2[C:4](=[N:5][CH:6]=[C:7]([CH2:13]O)[N:8]=2)[N:3]=1.[NH2:15][C:16]1[N:25]=[C:24]([NH2:26])[C:23]2[C:18](=[N:19][CH:20]=[C:21]([CH2:27][OH:28])[N:22]=2)[N:17]=1.NC1N=C(N)C2C(=NC(CO)=CN=2)N=1.O=O>>[NH2:1][C:2]1[N:11]=[C:10]([NH2:12])[C:9]2[C:4](=[N:5][CH:6]=[C:7]([CH3:13])[N:8]=2)[N:3]=1.[NH2:15][C:16]1[N:25]=[C:24]([NH2:26])[C:23]2[C:18](=[N:19][CH:20]=[C:21]([CH2:27][OH:28])[N:22]=2)[N:17]=1 |f:1.2|. Procedure details: The patent of Ellard, U.S. Pat. No. 4,080,325, is believed uniquely to be the closest art. Of interest is that the struggle for the production of methotrexate has been assisted by the U.S. Government in the effort to bring this compound in sufficient amount to clinical trial. Relative to the present application, the pertinent passages in U.S. Pat. No. 4,080,325 appear to be column 1, lines 55-68, as well as the equation noted at column 2. The optimum pH was 5.5 to give the desired 6-hydroxymethy... Starting materials: CO, CCO, Cl, CN1C(=O)CCC2(C)C3CCC4(C)C(Oc5ccc([N+](=O)[O-])cc5)CCC4C3CCC12. Product: Cl, CN1C(=O)CCC2(C)C3CCC4(C)C(Oc5ccc(N)cc5)CCC4C3CCC12. As a reaction SMILES: [CH3:33][OH:34].[CH3:35][CH2:36][OH:37].[ClH:32].[N+:1]([O-:2])(=[O:3])[c:4]1[cH:5][cH:6][c:7]([O:8][CH:9]2[C:10]3([CH3:11])[CH:12]([CH2:13][CH2:14]2)[CH:15]2[CH2:16][CH2:17][CH:18]4[N:19]([CH3:29])[C:20](=[O:28])[CH2:21][CH2:22][C:23]4([CH3:24])[CH:25]2[CH2:26][CH2:27]3)[cH:30][cH:31]1>>[ClH:32].[NH2:1][c:4]1[cH:5][cH:6][c:7]([O:8][CH:9]2[C:10]3([CH3:11])[CH:12]([CH2:13][CH2:14]2)[CH:15]2[CH2:16][CH2:17][CH:18]4[N:19]([CH3:29])[C:20](=[O:28])[CH2:21][CH2:22][C:23]4([CH3:24])[CH:25]2[CH2:26][CH2:27]3)[cH:30][cH:31]1. Starting materials: Cc1c(N)cccc1OCCc1ccc(C#N)cc1, O=S(=O)(Cl)c1ccccc1, c1ccncc1. The product is Cc1c(NS(=O)(=O)c2ccccc2)cccc1OCCc1ccc(C#N)cc1. Reaction SMILES: [NH2:11][c:12]1[c:13]([CH3:29])[c:14]([O:18][CH2:19][CH2:20][c:21]2[cH:22][cH:23][c:24]([C:27]#[N:28])[cH:25][cH:26]2)[cH:15][cH:16][cH:17]1.[c:1]1([S:7](=[O:8])(=[O:9])[Cl:10])[cH:2][cH:3][cH:4][cH:5][cH:6]1.[cH:30]1[cH:31][cH:32][n:33][cH:34][cH:35]1>>[c:1]1([S:7](=[O:8])(=[O:9])[NH:11][c:12]2[c:13]([CH3:29])[c:14]([O:18][CH2:19][CH2:20][c:21]3[cH:22][cH:23][c:24]([C:27]#[N:28])[cH:25][cH:26]3)[cH:15][cH:16][cH:17]2)[cH:2][cH:3][cH:4][cH:5][cH:6]1. Starting materials: FC=1C=C(C=CC1)O (3-fluorophenol), C(C)OC(CCCBr)=O (ethyl-4-bromobutanoate), C([O-])([O-])=O.[K+].[K+] (potassium carbonate). Solvent: CN(C=O)C (N,N-dimethylformamide). Run at temperature 100 celsius. Yields the product FC=1C=C(OCCCC(=O)OCC)C=CC1 (Ethyl 4-(3-fluorophenoxy)butanoate). Reaction SMILES: [F:1][C:2]1[CH:3]=[C:4]([OH:8])[CH:5]=[CH:6][CH:7]=1.[CH2:9]([O:11][C:12](=[O:17])[CH2:13][CH2:14][CH2:15]Br)[CH3:10].C(=O)([O-])[O-].[K+].[K+]>CN(C)C=O>[F:1][C:2]1[CH:3]=[C:4]([CH:5]=[CH:6][CH:7]=1)[O:8][CH2:15][CH2:14][CH2:13][C:12]([O:11][CH2:9][CH3:10])=[O:17] |f:2.3.4|. Procedure details: A mixture of 3-fluorophenol (10.0 g, 89.2 mmol), ethyl-4-bromobutanoate (21.5 g, 110 mmol), potassium carbonate (17.3 g, 125 mmol) and 100 mL of N,N-dimethylformamide was stirred and heated at 100° C. under nitrogen for 16 hours. The reaction mixture was cooled and partitioned between ethyl acetate and water. The aqueous portion was separated and extracted with 2×50 mL of ethyl acetate. The combined organic extracts were washed with 3×50 mL of water and 1×50 mL of brine and dried over sodium sul... The reactants are [C-]#N.[Na+] (sodium cyanide), ClC=1C(=NC=C(C1)C(F)(F)F)F (3-chloro-2-fluoro-5-trifluoromethylpyridine). Reagents/catalysts: CN(C1=CC=NC=C1)C (4-dimethylaminopyridine). Solvent: O (water), C(CC)#N (propionitrile). Conditions: temperature 20 celsius, time 5 hour. Product: ClC=1C(=NC=C(C1)C(F)(F)F)C#N (3-chloro-2-cyano-5-trifluoromethylpyridine). The yield is 83.0%. RXN SMILES: [C-:1]#[N:2].[Na+].[Cl:4][C:5]1[C:6](F)=[N:7][CH:8]=[C:9]([C:11]([F:14])([F:13])[F:12])[CH:10]=1>O.C(#N)CC.CN(C)C1C=CN=CC=1>[Cl:4][C:5]1[C:6]([C:1]#[N:2])=[N:7][CH:8]=[C:9]([C:11]([F:14])([F:13])[F:12])[CH:10]=1 |f:0.1|. Procedure: A reactor was charged with a solution of sodium cyanide (73.5 g) in water (150 ml), propionitrile (500 ml), 4-dimethylaminopyridine (16 g), and 3-chloro-2-fluoro-5-trifluoromethylpyridine (149.3 g) added over 30 minutes. After stirring for 5 hours at 20° C., the upper organic phase was separated off and washed with water. The lower aqueous layer was extracted with propionitrile, the two organic layers combined and solvent distilled off under vacuum at 45° C. to give an 83% yield of 3-chloro-2-cy... Reactants: ClC(C(=O)OCC)CC1=CC=C(C=C1)OCC1(OC2=C(C(=C(C(=C2CC1)C)C)C)C)C (ethyl 2-chloro-3-[4-(2,5,6,7,8-pentamethylchroman-2-ylmethoxy)phenyl]propionate), Cl (hydrochloric acid), NC(=S)N (thiourea), S1(=O)(=O)CCCC1 (sulfolane). Solvent: COCCO (ethylene glycol monomethyl ether). Product: CC1(OC2=C(C(=C(C(=C2CC1)C)C)C)C)COC1=CC=C(CC2C(NC(S2)=O)=O)C=C1 (5-[4-(2,5,6,7,8-Pentamethylchroman-2-ylmethoxy)benzyl]thiazolidine-2,4-dione). RXN SMILES: Cl[CH:2]([CH2:8][C:9]1[CH:14]=[CH:13][C:12]([O:15][CH2:16][C:17]2([CH3:31])[CH2:26][CH2:25][C:24]3[C:19](=[C:20]([CH3:30])[C:21]([CH3:29])=[C:22]([CH3:28])[C:23]=3[CH3:27])[O:18]2)=[CH:11][CH:10]=1)[C:3](OCC)=[O:4].[NH2:32][C:33](N)=[S:34].S1(CCCC1)(=O)=[O:37].Cl>COCCO>[CH3:31][C:17]1([CH2:16][O:15][C:12]2[CH:11]=[CH:10][C:9]([CH2:8][CH:2]3[S:34][C:33](=[O:37])[NH:32][C:3]3=[O:4])=[CH:14][CH:13]=2)[CH2:26][CH2:25][C:24]2[C:19](=[C:20]([CH3:30])[C:21]([CH3:29])=[C:22]([CH3:28])[C:23]=2[CH3:27])[O:18]1. Procedure: Following a procedure similar to that described in Example 1, but using 361 mg of ethyl 2-chloro-3-[4-(2,5,6,7,8-pentamethylchroman-2-ylmethoxy)phenyl]propionate (prepared as described in Preparation 33), 309 mg of thiourea, 3 ml of sulfolane, 10 ml of ethylene glycol monomethyl ether and 5 ml of 3N aqueous hydrochloric acid, 290 mg of the title compound were obtained as a white powder, softening at 62°-64° C. Reported procedure: A solution of 10.25 g of ethylene diamine in 250 ml of ethanol was added to a solution of 19.53 g of the above aldehyde in 250 ml of ethanol at 0° C. The mixture was stirred at room temperature for 1.5 hours, then recooled to 0° C. and 9.6 g of sodium borohydride added. This mixture was stirred overnight, quenched with water and the ethanol removed. The residue was extracted with dichloromethane, washed with water, dried and the solvent evaporated. The residue was crystallized from hexaneether, ... The yield is 57.6%. Yields the product O1C(=CC=C1)C1NCCNC1 (2-(2-furanyl)piperazine). Run in C(C)O (ethanol), C(C)O (ethanol). Reactants: [BH4-].[Na+] (sodium borohydride), C(CN)N (ethylene diamine), O=C(C=O)C=1OC=CC1 (α-oxo-2-furanacetaldehyde). Reaction SMILES: [CH2:1]([NH2:4])[CH2:2][NH2:3].O=[C:6]([C:9]1[O:10][CH:11]=[CH:12][CH:13]=1)[CH:7]=O.[BH4-].[Na+]>C(O)C>[O:10]1[CH:11]=[CH:12][CH:13]=[C:9]1[CH:6]1[CH2:7][NH:4][CH2:1][CH2:2][NH:3]1 |f:2.3|. Run at time 1.5 hour.